Task: describe an organic reaction: reactants, conditions, products, and yield. Dataset: the Open Reaction Database (ORD), a public repository of structured organic reaction records Reactants: C(C)OC(=O)N1CCN(CC1)C([C@H](CC=C)NC(=O)OCC1=CC=CC=C1)=O (4-((S)-2-Benzyloxycarbonylamino-pent-4-enoyl)-piperazine-1-carboxylic acid ethyl ester), O.C[N+]1(CCOCC1)[O-] (4-Methylmorpholine-N-oxide monohydrate), CC(=O)C.O (acetone water), OS(=O)[O-].[Na+] (NaHSO3). Reagents/catalysts: O=[Os](=O)(=O)=O (OsO4). Reaction conditions: time 5 minute. Yields the product C(C)OC(=O)N1CCN(CC1)C([C@H](CC(CO)O)NC(=O)OCC1=CC=CC=C1)=O (4-((S)-2-Benzyloxycarbonylamino-4,5-dihydroxy-pentanoyl)-piperazine-1-carboxylic acid ethyl ester). Reaction SMILES: [CH2:1]([O:3][C:4]([N:6]1[CH2:11][CH2:10][N:9]([C:12](=[O:28])[C@@H:13]([NH:17][C:18]([O:20][CH2:21][C:22]2[CH:27]=[CH:26][CH:25]=[CH:24][CH:23]=2)=[O:19])[CH2:14][CH:15]=[CH2:16])[CH2:8][CH2:7]1)=[O:5])[CH3:2].[OH2:29].C[N+]1([O-])CCOCC1.OS([O-])=O.[Na+].CC(C)=O.[OH2:47]>O=[Os](=O)(=O)=O>[CH2:1]([O:3][C:4]([N:6]1[CH2:7][CH2:8][N:9]([C:12](=[O:28])[C@@H:13]([NH:17][C:18]([O:20][CH2:21][C:22]2[CH:27]=[CH:26][CH:25]=[CH:24][CH:23]=2)=[O:19])[CH2:14][CH:15]([OH:47])[CH2:16][OH:29])[CH2:10][CH2:11]1)=[O:5])[CH3:2] |f:1.2,3.4,5.6|. Procedure: To a solution of 640 mg 4-((S)-2-Benzyloxycarbonylamino-pent-4-enoyl)-piperazine-1-carboxylic acid ethyl ester in 10 ml acetone/water (4/1) were added 2.1 ml OsO4 (2.5 w/w in t-BuOH) and 567 mg 4-Methylmorpholine-N-oxide monohydrate at 0° C. After 1 h solid NaHSO3 was added, the suspension stirred for 5 minutes, filtered and the filtrate concentrated. The residue was redissolved in dichloromethane and washed with aqueous NaHSO3 (5%) and brine. The crude product obtained after evaporation of the ... Starting materials: C(#N)C1=CC=2C3C(C(NC2C=C1)=O)CCC3 (8-Cyano-1,2,3,3a,5,9b-hexahydrocyclopenta[c]quinolin-4-one), COC=1C=CC(=CC1)P2(=S)SP(=S)(S2)C=3C=CC(=CC3)OC (Lawesson's reagent). The solvent is COCCOC (DME). Yields the product C(#N)C1=CC=2C3C(C(NC2C=C1)=S)CCC3 (8-Cyano-1,2,3,3a,5,9b-hexahydrocyclopenta[c]quinoline-4-thione). RXN SMILES: [C:1]([C:3]1[CH:12]=[CH:11][C:10]2[NH:9][C:8](=O)[CH:7]3[CH2:14][CH2:15][CH2:16][CH:6]3[C:5]=2[CH:4]=1)#[N:2].COC1C=CC(P2(SP(C3C=CC(OC)=CC=3)(=S)S2)=[S:26])=CC=1>COCCOC>[C:1]([C:3]1[CH:12]=[CH:11][C:10]2[NH:9][C:8](=[S:26])[CH:7]3[CH2:14][CH2:15][CH2:16][CH:6]3[C:5]=2[CH:4]=1)#[N:2]. Procedure details: 8-Cyano-1,2,3,3a,5,9b-hexahydrocyclopenta[c]quinolin-4-one (70 mg, 0.33 mmol) is heated to 80° C. with Lawesson's reagent (146 mg, 0.36 mmol) for 2 hours in DME (20 ml). The batch is concentrated by evaporation and purified by column chromatography (SiO2) with ethyl acetate-hexane: 50 mg (66%) of product. Reactants: S(=O)(Cl)Cl (thionyl chloride), N[C@@H](CC1=CC=CC=C1)C(=O)O (L-phenylalanine), C(CC)O (n-propyl alcohol), N[C@@H](CC1=CC=CC=C1)C(=O)O (L-phenylalanine). Conditions: temperature 50 celsius. The product is Cl.C(CC)OC([C@@H](N)CC1=CC=CC=C1)=O (L-phenyl alanine n-propyl ester hydrochloride). Isolated yield 99.0%. As a reaction SMILES: [NH2:1][C@H:2]([C:10]([OH:12])=[O:11])[CH2:3][C:4]1[CH:9]=[CH:8][CH:7]=[CH:6][CH:5]=1.S(Cl)([Cl:15])=O.[CH2:17](O)[CH2:18][CH3:19]>>[ClH:15].[CH2:17]([O:11][C:10](=[O:12])[C@H:2]([CH2:3][C:4]1[CH:9]=[CH:8][CH:7]=[CH:6][CH:5]=1)[NH2:1])[CH2:18][CH3:19] |f:3.4|. Procedure details: A suspension of 2.0 g of L-phenylalanine in 30 ml of n-propyl alcohol was heated to 50° C., 3.5 ml of thionyl chloride added thereto, and the reaction then continued for 5 hours until the L-phenylalanine crystals were dissolved. After completion of the reaction, the mixture was concentrated under a reduced pressure to obtain crude crystals. These crystals were then recrystallized from a solvent mixture of methanol-ether to give 2.93 g of L-phenyl alanine n-propyl ester hydrochloride as colorless... Reactants: [H-].[Al+3].[Li+].[H-].[H-].[H-] (lithium aluminum hydride), O=C1NCCOCCNC(CSC1)=O (5,9-dioxo-1-oxa-7-thia-4,10-diazacyclododecane). Product: O1CCNCCSCCNCC1 (1-oxa-7-thia-4,10-diazacyclododecane). Reaction SMILES: [H-].[Al+3].[Li+].[H-].[H-].[H-].O=[C:8]1[CH2:19][S:18][CH2:17][C:16](=O)[NH:15][CH2:14][CH2:13][O:12][CH2:11][CH2:10][NH:9]1>O1CCCC1>[O:12]1[CH2:11][CH2:10][NH:9][CH2:8][CH2:19][S:18][CH2:17][CH2:16][NH:15][CH2:14][CH2:13]1 |f:0.1.2.3.4.5|. Isolated yield 61.7%. Procedure details: To a suspension of lithium aluminum hydride (3.12 g, 82.2 mmol) in refluxing tetrahydrofuran under argon was added diamide 6 (3.50 g, 16.0 mmol) in small portions over 1 hour period. The mixture was refluxed for 3 days. After cooling to room temperature the excess reagent was destroyed by adding a mixture of water (2.7 ml) and THF (6.2 ml), then 15% aqueous NaOH (3.4 ml) and another mixture of water (5.6 ml) and THF (3.4 ml). The solid was filtered and washed extensively with pure THF. The filtr... Run in O1CCCC1 (tetrahydrofuran). Procedure details: A mixture of 5 g of chloral-hydrate, 10 ml of amyl-alcohol, 0.1 g of 4-methyl-sulphonic acid and 50 ml of benzene is kept at reflux temperature and the formed water is separated by means of a Dean-Stark apparatus. After a reaction time of 9 hours the benzene is washed with a sodium hydrogen carbonate solution and water, dried on magnesium sulfate, then it is vacuum-distilled. RXN SMILES: O.[O:2]=[CH:3][C:4]([Cl:7])([Cl:6])[Cl:5].[CH2:8]([OH:13])[CH2:9][CH2:10][CH2:11][CH3:12]>C1C=CC=CC=1>[CH2:8]([O:2][CH:3]([O:13][CH2:8][CH2:9][CH2:10][CH2:11][CH3:12])[C:4]([Cl:7])([Cl:6])[Cl:5])[CH2:9][CH2:10][CH2:11][CH3:12] |f:0.1|. Starting materials: O.O=CC(Cl)(Cl)Cl (chloral-hydrate), C(CCCC)O (amyl-alcohol), 4-methyl-sulphonic acid. Run in C1=CC=CC=C1 (benzene). The product is C(CCCC)OC(C(Cl)(Cl)Cl)OCCCCC (trichloro-acetaldehyde diamyl-acetal).